Dataset: the Open Reaction Database (ORD), a public repository of structured organic reaction records. Task: describe an organic reaction: reactants, conditions, products, and yield The reactants are NCC1CCN(C(c2ccccc2)c2ccccc2)C1, ClCCl, O=C=NC(c1ccccc1)c1ccccc1. The product is O=C(NCC1CCN(C(c2ccccc2)c2ccccc2)C1)NC(c1ccccc1)c1ccccc1. As a reaction SMILES: [CH:1]([c:2]1[cH:3][cH:4][cH:5][cH:6][cH:7]1)([c:8]1[cH:9][cH:10][cH:11][cH:12][cH:13]1)[N:14]1[CH2:15][CH:16]([CH2:19][NH2:20])[CH2:17][CH2:18]1.[Cl:37][CH2:38][Cl:39].[c:21]1([CH:27]([c:28]2[cH:29][cH:30][cH:31][cH:32][cH:33]2)[N:34]=[C:35]=[O:36])[cH:22][cH:23][cH:24][cH:25][cH:26]1>>[CH:1]([c:2]1[cH:3][cH:4][cH:5][cH:6][cH:7]1)([c:8]1[cH:9][cH:10][cH:11][cH:12][cH:13]1)[N:14]1[CH2:15][CH:16]([CH2:19][NH:20][C:35]([NH:34][CH:27]([c:21]2[cH:22][cH:23][cH:24][cH:25][cH:26]2)[c:28]2[cH:29][cH:30][cH:31][cH:32][cH:33]2)=[O:36])[CH2:17][CH2:18]1. Reactants: CN1C(NCC2=CC=CC=C12)=O (3,4-Dihydro-1-methyl-2(1H)-quinazolinone), [Cl-].[Al+3].[Cl-].[Cl-] (aluminum chloride), C(=O)(OC)CC(C(=O)Cl)C (3-Carbomethoxy-2-methyl-propionyl chloride). Solvent: C(=S)=S (carbon disulfide). Yields the product C(=O)(OC)CC(C(=O)C=1C=C2CNC(N(C2=CC1)C)=O)C (6-(3-Carbomethoxy-2-methyl-propionyl)-3,4-dihydro-1-methyl-2(1H)-quinazolinone). RXN SMILES: [CH3:1][N:2]1[C:11]2[C:6](=[CH:7][CH:8]=[CH:9][CH:10]=2)[CH2:5][NH:4][C:3]1=[O:12].[Cl-].[Al+3].[Cl-].[Cl-].[C:17]([CH2:21][CH:22]([CH3:26])[C:23](Cl)=[O:24])([O:19][CH3:20])=[O:18]>C(=S)=S>[C:17]([CH2:21][CH:22]([CH3:26])[C:23]([C:8]1[CH:7]=[C:6]2[C:11](=[CH:10][CH:9]=1)[N:2]([CH3:1])[C:3](=[O:12])[NH:4][CH2:5]2)=[O:24])([O:19][CH3:20])=[O:18] |f:1.2.3.4|. Procedure details: 3,4-Dihydro-1-methyl-2(1H)-quinazolinone (2.5 g) is added to a stirred suspension of anhydrous aluminum chloride (10.5 g) in carbon disulfide (120 ml) under nitrogen. 3-Carbomethoxy-2-methyl-propionyl chloride (2.5 g) is added dropwise to the stirred suspension, which is refluxed for about 18 hours and cooled to RT. The liquid phase is decanted and the residue treated with ice/H2O and 6N HCl (25 ml). The aqueous mixture is extracted with methylene chloride, the organic extract dried, filtered an... Starting materials: CNC1CCC(CC1)C#N (4-methyamino-cyclohexanecarbonitrile), C(C)(C)(C)OC(=O)N[C@@H](CCC(=O)O)C(C)C (4-(S)-tert-butoxycarbonylamino-5-methyl-hexanoic acid). The product is C(C)(C)(C)OC(N[C@H](C(C)C)CCC(N(C)C1CCC(CC1)C#N)=O)=O ((1-{2-[(4-cyano-cyclohexyl)-methyl-carbamoyl]-ethyl}-2-methyl-(S)-propyl)-carbamic tert-butyl ester). Reported procedure: Following the procedure as described in Example 25, STEP E, 4-methyamino-cyclohexanecarbonitrile and 4-(S)-tert-butoxycarbonylamino-5-methyl-hexanoic acid were reacted to yield (1-{2-[(4-cyano-cyclohexyl)-methyl-carbamoyl]-ethyl}-2-methyl-(S)-propyl)-carbamic tert-butyl ester as a lightly colored oil was prepared. Reaction SMILES: [CH3:1][NH:2][CH:3]1[CH2:8][CH2:7][CH:6]([C:9]#[N:10])[CH2:5][CH2:4]1.[C:11]([O:15][C:16]([NH:18][C@H:19]([CH:25]([CH3:27])[CH3:26])[CH2:20][CH2:21][C:22]([OH:24])=O)=[O:17])([CH3:14])([CH3:13])[CH3:12]>>[C:11]([O:15][C:16](=[O:17])[NH:18][C@@H:19]([CH2:20][CH2:21][C:22](=[O:24])[N:2]([CH:3]1[CH2:8][CH2:7][CH:6]([C:9]#[N:10])[CH2:5][CH2:4]1)[CH3:1])[CH:25]([CH3:27])[CH3:26])([CH3:12])([CH3:13])[CH3:14]. Starting materials: Cl (HCl), FC(C(=O)O)(C(C(C(F)(F)F)(F)F)(F)F)F (Perfluorovaleric acid), C(C)OC#C (ethoxyacetylene), NC1=CC=C(CC#N)C=C1 (4-Aminobenzylcyanide). Solvent: C(C)(=O)OCC (ethyl acetate). Reaction conditions: time 24 hour. Product: FC(C(=O)NC1=CC=C(C=C1)CC#N)(C(C(C(F)(F)F)(F)F)(F)F)F (2,2,3,3,4,4,5,5,5-nonafluoro-N-[4-(cyanomethyl)phenyl]pentanamide). Isolated yield 51.7%. Reaction SMILES: [F:1][C:2]([F:16])([C:6]([F:15])([F:14])[C:7]([F:13])([F:12])[C:8]([F:11])([F:10])[F:9])[C:3]([OH:5])=O.C(OC#C)C.[NH2:22][C:23]1[CH:31]=[CH:30][C:26]([CH2:27][C:28]#[N:29])=[CH:25][CH:24]=1.Cl>C(OCC)(=O)C>[F:16][C:2]([F:1])([C:6]([F:15])([F:14])[C:7]([F:13])([F:12])[C:8]([F:11])([F:10])[F:9])[C:3]([NH:22][C:23]1[CH:31]=[CH:30][C:26]([CH2:27][C:28]#[N:29])=[CH:25][CH:24]=1)=[O:5]. Procedure: Perfluorovaleric acid (10 g), ethoxyacetylene (12.3 g) and ethyl acetate (175 mL) were stirred overnight at room temperature under a nitrogen atmosphere. 4-Aminobenzylcyanide (5.57 g) was added and the resulting mixture was allowed to stir at room temperature for 24 hours. The reaction mixture was cooled in ice and 10% aqueous HCl solution was added until a precipitate formed. The solid was collected and washed with water and hexane, sequentially, and dried in vacuo to yield 7.4 g (53%) of 2,2,3... Starting materials: COc1cc(C)c(S(=O)(=O)N2c3ccccc3CCC2COCC(=O)OC(C)(C)C)c(C)c1, ClCCl, O=C(O)C(F)(F)F. Product: COc1cc(C)c(S(=O)(=O)N2c3ccccc3CCC2COCC(=O)O)c(C)c1. RXN SMILES: [CH3:1][O:2][c:3]1[cH:4][c:5]([CH3:33])[c:6]([S:10](=[O:11])(=[O:12])[N:13]2[CH:14]([CH2:23][O:24][CH2:25][C:26](=[O:27])[O:28][C:29]([CH3:30])([CH3:31])[CH3:32])[CH2:15][CH2:16][c:17]3[cH:18][cH:19][cH:20][cH:21][c:22]32)[c:7]([CH3:9])[cH:8]1.[Cl:41][CH2:42][Cl:43].[OH:34][C:35]([C:36]([F:37])([F:38])[F:39])=[O:40]>>[CH3:1][O:2][c:3]1[cH:4][c:5]([CH3:33])[c:6]([S:10](=[O:11])(=[O:12])[N:13]2[CH:14]([CH2:23][O:24][CH2:25][C:26](=[O:27])[OH:28])[CH2:15][CH2:16][c:17]3[cH:18][cH:19][cH:20][cH:21][c:22]32)[c:7]([CH3:9])[cH:8]1.